Dataset: the Open Reaction Database (ORD), a public repository of structured organic reaction records. Task: describe an organic reaction: reactants, conditions, products, and yield The reactants are ClC=1C=C(C=CC1Cl)C1(CCC1)C#N (1-(3,4-dichlorophenyl)cyclobutanecarbonitrile), CCOCC (ether), CCOCC (ether), C[Mg]I (methylmagnesium iodide). Reaction conditions: time 18 hour. The product is ClC=1C=C(C=CC1Cl)C1(CCC1)C(C)=O (1-[1-(3,4-dichlorophenyl)-cyclobutyl]ethanone). Reaction SMILES: [Cl:1][C:2]1[CH:3]=[C:4]([C:9]2(C#N)[CH2:12][CH2:11][CH2:10]2)[CH:5]=[CH:6][C:7]=1[Cl:8].C[Mg]I.CC[O:20][CH2:21][CH3:22]>>[Cl:1][C:2]1[CH:3]=[C:4]([C:9]2([C:21](=[O:20])[CH3:22])[CH2:12][CH2:11][CH2:10]2)[CH:5]=[CH:6][C:7]=1[Cl:8]. Reported procedure: A solution of 1-(3,4-dichlorophenyl)cyclobutanecarbonitrile (163.6 g) in ether (130 ml) was added dropwise over 0.5 hours at ambient temperature under nitrogen to stirred methylmagnesium iodide (3M solution in ether; 300 ml), then the mixture was heated under reflux for 1 hour, diluted with ether (100 ml), heated under reflux for a further 2.5 hours, then stirred at ambient temperature for 18 hours. The resulting solid was collected by filtration, washed well with ether, and added in portions at...